From a dataset of the Open Reaction Database (ORD), a public repository of structured organic reaction records. describe an organic reaction: reactants, conditions, products, and yield RXN SMILES: [C:31]([BH3-:32])#[N:33].[CH3:27][C:28](=[O:29])[OH:30].[CH3:35][OH:36].[CH:16](=[O:17])[c:18]1[cH:19][cH:20][c:21]2[c:25]([cH:26]1)[O:24][CH2:23][O:22]2.[Na+:34].[n:1]1(-[c:6]2[cH:7][cH:8][c:9]([O:10][CH2:11][CH2:12][NH2:13])[cH:14][cH:15]2)[cH:2][n:3][cH:4][cH:5]1>>[n:1]1(-[c:6]2[cH:7][cH:8][c:9]([O:10][CH2:11][CH2:12][NH:13][CH2:16][c:18]3[cH:19][cH:20][c:21]4[c:25]([cH:26]3)[O:24][CH2:23][O:22]4)[cH:14][cH:15]2)[cH:2][n:3][cH:4][cH:5]1. Starting materials: [BH3-]C#N, CC(=O)O, CO, O=Cc1ccc2c(c1)OCO2, [Na+], NCCOc1ccc(-n2ccnc2)cc1. Product: c1cn(-c2ccc(OCCNCc3ccc4c(c3)OCO4)cc2)cn1.